Dataset: the Open Reaction Database (ORD), a public repository of structured organic reaction records. Task: describe an organic reaction: reactants, conditions, products, and yield The reactants are CCO, Cc1ccnc(C)c1C=O, Cl, NO, [Na+], [OH-], O. Yields the product Cc1ccnc(C)c1C=NO. Reaction SMILES: [CH3:17][CH2:18][OH:19].[CH3:6][c:7]1[n:8][cH:9][cH:10][c:11]([CH3:15])[c:12]1[CH:13]=[O:14].[ClH:1].[NH2:2][OH:3].[Na+:5].[OH-:4].[OH2:16]>>[N:2]([OH:3])=[CH:13][c:12]1[c:7]([CH3:6])[n:8][cH:9][cH:10][c:11]1[CH3:15].